This data is from the Open Reaction Database (ORD), a public repository of structured organic reaction records. The task is: describe an organic reaction: reactants, conditions, products, and yield Starting materials: C1(=CC=CC2=CC=CC=C12)CCC(=O)Cl (1-naphthylpropionyl chloride), C(CCC)[Li] (butyllithium), C(C1=CC=CC=C1)[C@@H]1NC(OC1)=O ((S)-(-)-4-benzyl-2-oxazolidinone), [Cl-].[Na+] (sodium chloride). Run in O1CCCC1 (tetrahydrofuran), CCCCCC (hexane), O1CCCC1 (tetrahydrofuran). Reaction conditions: time 30 minute. The product is C1(=CC=CC2=CC=CC=C12)CCC(=O)N1C(OC[C@@H]1CC1=CC=CC=C1)=O (N-[3-(1-Naphthyl)propionyl]-(S )-(-)-4-benzyl-2-oxazolidinone). Yield: 95.8%. As a reaction SMILES: C([Li])CCC.[CH2:6]([C@H:13]1[CH2:17][O:16][C:15](=[O:18])[NH:14]1)[C:7]1[CH:12]=[CH:11][CH:10]=[CH:9][CH:8]=1.[C:19]1([CH2:29][CH2:30][C:31](Cl)=[O:32])[C:28]2[C:23](=[CH:24][CH:25]=[CH:26][CH:27]=2)[CH:22]=[CH:21][CH:20]=1.[Cl-].[Na+]>CCCCCC.O1CCCC1>[C:19]1([CH2:29][CH2:30][C:31]([N:14]2[C@@H:13]([CH2:6][C:7]3[CH:8]=[CH:9][CH:10]=[CH:11][CH:12]=3)[CH2:17][O:16][C:15]2=[O:18])=[O:32])[C:28]2[C:23](=[CH:24][CH:25]=[CH:26][CH:27]=2)[CH:22]=[CH:21][CH:20]=1 |f:3.4|. Reported procedure: 14.8 mmole of butyllithium in hexane were added dropwise to a solution of 2.63 g (14.8 mmole) of (S)-(-)-4-benzyl-2-oxazolidinone dissolved in 50 ml of anhydrous tetrahydrofuran at -78° C. under an atmosphere of nitrogen. The mixture was stirred for 30 minutes at this temperature, and then 2.95 g (13.5 mmole) of 1-naphthylpropionyl chloride in 15 ml of anhydrous tetrahydrofuran were slowly added dropwise at the same temperature=the mixture was then stirred for 3 hours. At the end of this time, a...